From a dataset of the Open Reaction Database (ORD), a public repository of structured organic reaction records. describe an organic reaction: reactants, conditions, products, and yield The reactants are NC=1C=CC(=C(C1)[C@]1(N=C(OC(C1(F)F)(C)C)N)C)F ((R)-4-(5-amino-2-fluoro-phenyl)-5,5-difluoro-4,6,6-trimethyl-5,6-dihydro-4H-[1,3]oxazin-2-ylamine), FC(C=1C=CC(=NC1)C(=O)O)(F)F (5-trifluoromethyl-pyridine-2-carboxylic acid). Yields the product NC=1OC(C([C@@](N1)(C)C=1C=C(C=CC1F)NC(=O)C1=NC=C(C=C1)C(F)(F)F)(F)F)(C)C (5-Trifluoromethyl-pyridine-2-carboxylic acid [3-((R)-2-amino-5,5-difluoro-4,6,6-trimethyl-5,6-dihydro-4H-[1,3]oxazin-4-yl)-4-fluoro-phenyl]-amide). Reaction SMILES: [NH2:1][C:2]1[CH:3]=[CH:4][C:5]([F:20])=[C:6]([C@:8]2([CH3:19])[C:13]([F:15])([F:14])[C:12]([CH3:17])([CH3:16])[O:11][C:10]([NH2:18])=[N:9]2)[CH:7]=1.[F:21][C:22]([F:33])([F:32])[C:23]1[CH:24]=[CH:25][C:26]([C:29](O)=[O:30])=[N:27][CH:28]=1>>[NH2:18][C:10]1[O:11][C:12]([CH3:16])([CH3:17])[C:13]([F:14])([F:15])[C@:8]([C:6]2[CH:7]=[C:2]([NH:1][C:29]([C:26]3[CH:25]=[CH:24][C:23]([C:22]([F:33])([F:21])[F:32])=[CH:28][N:27]=3)=[O:30])[CH:3]=[CH:4][C:5]=2[F:20])([CH3:19])[N:9]=1. Reported procedure: The condensation of (R)-4-(5-amino-2-fluoro-phenyl)-5,5-difluoro-4,6,6-trimethyl-5,6-dihydro-4H-[1,3]oxazin-2-ylamine (intermediate XI-2) and 5-trifluoromethyl-pyridine-2-carboxylic acid following procedure I yielded the title compound as a white foam. MS (ISP): m/z=461.2 [M+H]+. Reactants: Br (hydrogen bromide), solution, C(C)(=O)O (acetic acid), O (water), ice, [Na] (sodium), OC(CCCCCCCCCCN1C(=O)N(C)C=2N=CN(C)C2C1=O)CO (1-(1 1,12-Dihydroxydodecyl)-theobromine). Run at time 30 minute. Yields the product C(C)(=O)OC(CCCCCCCCCCN1C(=O)N(C=2N=CN(C2C1=O)C)C)CBr (1-(11-acetoxy-12-bromododecyl)-3,7-dimethylxanthine). Isolated yield 99.0%. Reaction SMILES: [OH:1][CH:2]([CH2:26]O)[CH2:3][CH2:4][CH2:5][CH2:6][CH2:7][CH2:8][CH2:9][CH2:10][CH2:11][CH2:12][N:13]1[C:24](=[O:25])[C:23]2[N:21]([CH3:22])[CH:20]=[N:19][C:18]=2[N:16]([CH3:17])[C:14]1=[O:15].[BrH:28].O.[Na].[C:31]([OH:34])(=O)[CH3:32]>>[C:31]([O:1][CH:2]([CH2:26][Br:28])[CH2:3][CH2:4][CH2:5][CH2:6][CH2:7][CH2:8][CH2:9][CH2:10][CH2:11][CH2:12][N:13]1[C:24](=[O:25])[C:23]2[N:21]([CH3:22])[CH:20]=[N:19][C:18]=2[N:16]([CH3:17])[C:14]1=[O:15])(=[O:34])[CH3:32] |^1:29|. Procedure: 1-(1 1,12-Dihydroxydodecyl)-theobromine, prepared above (2.50 g, 6.58 mmol), was stirred with hydrogen bromide (6.39 ml of a 30% solution in acetic acid, 19.73 mmol) for 2 hours. The mixture was then added over 10 minutes to water (25 ml), ice (30 g) and sodium hydrideCO3 (15 g). The resulting mixture was then stirred for 30 minutes. The mixture was extracted with dichloromethane (3×50 ml), and the organic phases combined and dried with magnesium sulfate. The solvent was evaporated to afford a r... Starting materials: COC=1C=CC(=CC1)P2(=S)SP(=S)(S2)C=3C=CC(=CC3)OC (Lawesson's Reagent), COC1=CC=C(C=C1)C(=CC(=O)N1CCNCC1)C1=CC=C(C=C1)OC (1-[3,3-bis(4-methoxyphenyl)acryloyl]piperazine), O (water). Run in C1=CC=CC=C1 (benzene). The product is COC1=CC=C(C=C1)C(=CC(=S)N1CCNCC1)C1=CC=C(C=C1)OC (1-[3,3-bis(4-methoxyphenyl)thioacryloyl]piperazine). The yield is 97.5%. As a reaction SMILES: [CH3:1][O:2][C:3]1[CH:8]=[CH:7][C:6]([C:9]([C:19]2[CH:24]=[CH:23][C:22]([O:25][CH3:26])=[CH:21][CH:20]=2)=[CH:10][C:11]([N:13]2[CH2:18][CH2:17][NH:16][CH2:15][CH2:14]2)=O)=[CH:5][CH:4]=1.COC1C=CC(P2(SP(C3C=CC(OC)=CC=3)(=S)S2)=[S:36])=CC=1.O>C1C=CC=CC=1>[CH3:1][O:2][C:3]1[CH:8]=[CH:7][C:6]([C:9]([C:19]2[CH:24]=[CH:23][C:22]([O:25][CH3:26])=[CH:21][CH:20]=2)=[CH:10][C:11]([N:13]2[CH2:18][CH2:17][NH:16][CH2:15][CH2:14]2)=[S:36])=[CH:5][CH:4]=1. Procedure details: 1.155 g of the 1-[3,3-bis(4-methoxyphenyl)acryloyl]piperazine [prepared as described in step (a) above] were dissolved in 12 ml of benzene, and the resulting solution was heated under reflux for 2 hours with 1.326 g of Lawesson's Reagent. At the end of this time, the reaction mixture was cooled to room temperature, after which it was poured into water and extracted twice with ethyl acetate. The combined extracts were washed with water, dried over anhydrous sodium sulfate, and concentrated by eva...